From a dataset of the Open Reaction Database (ORD), a public repository of structured organic reaction records. describe an organic reaction: reactants, conditions, products, and yield The reactants are BrCc1ccccc1, Cc1cc(O)ccc1Br, CCCC[N+](CCCC)(CCCC)CCCC, C1CCOC1, [H-], [I-], [Na+]. Yields the product Cc1cc(OCc2ccccc2)ccc1Br. RXN SMILES: [Br:12][CH2:13][c:14]1[cH:15][cH:16][cH:17][cH:18][cH:19]1.[Br:1][c:2]1[c:3]([CH3:9])[cH:4][c:5]([OH:8])[cH:6][cH:7]1.[CH2:21]([N+:22]([CH2:23][CH2:24][CH2:25][CH3:26])([CH2:27][CH2:28][CH2:29][CH3:30])[CH2:31][CH2:32][CH2:33][CH3:34])[CH2:35][CH2:36][CH3:37].[CH2:38]1[O:39][CH2:40][CH2:41][CH2:42]1.[H-:11].[I-:20].[Na+:10]>>[Br:1][c:2]1[c:3]([CH3:9])[cH:4][c:5]([O:8][CH2:13][c:14]2[cH:15][cH:16][cH:17][cH:18][cH:19]2)[cH:6][cH:7]1. RXN SMILES: [C:1](#[N:4])[CH2:2][OH:3].[C:5]1([CH3:15])[CH:10]=[CH:9][C:8]([S:11](Cl)(=[O:13])=[O:12])=[CH:7][CH:6]=1.COCCOC.[OH-].[Na+]>O>[C:5]1([CH3:15])[CH:10]=[CH:9][C:8]([S:11]([O:3][CH2:2][C:1]#[N:4])(=[O:13])=[O:12])=[CH:7][CH:6]=1 |f:3.4|. Procedure: Method of preparation: 8.1 g (0.1 mole of glycolonitrile (70% aqueous solution) is added to a cooled (15° -20° C.) mixture of 9.5 g (0.05 mole) of p-toluenesulfonyl chloride in 20 ml. of 1,2-dimethoxyethane and 50 ml. distilled water. A solution of 2.1 g (0.05 mole) of NaOH in 50 ml. distilled water is added slowly with stirring at 20°-25° C. over a period of 6.5 hours, maintaining the pH of the reaction mixture at about 8. The insoluble material is filtered off, washed with cold water, and drie... Conditions: time 6.5 hour. Solvent: O (water), O (water). Yields the product C1(=CC=C(C=C1)S(=O)(=O)OCC#N)C (Cyanomethyl p-toluenesulfonate). Reactants: C(CO)#N (glycolonitrile), [OH-].[Na+] (NaOH), C1(=CC=C(C=C1)S(=O)(=O)Cl)C (p-toluenesulfonyl chloride), COCCOC (1,2-dimethoxyethane). The reactants are N1(CCOCC1)C1=CC=C(C=C1)NC1=NN2C(C=N1)=CC=C2C2=CC=C(C(=O)O)C=C2 (4-[2-(4-Morpholin-4-yl-phenylamino)-pyrrolo[2,1-f][1,2,4]triazin-7-yl]-benzoic acid), CN1CCOCC1 (4-Methylmorpholine), CS(=O)(=O)CCN (2-Methanesulfonyl-ethylamine), CN(C=O)C (N,N-Dimethylformamide), ON1N=NC2=C1C=CC=C2 (1-Hydroxybenzotriazole), Cl (hydrochloride), Cl.CN(CCCN=C=NCC)C (N-(3-Dimethylaminopropyl)-N′-ethylcarbodiimide hydrochloride). Conditions: time 8 hour. Reaction SMILES: [N:1]1([C:7]2[CH:12]=[CH:11][C:10]([NH:13][C:14]3[N:19]=[CH:18][C:17]4=[CH:20][CH:21]=[C:22]([C:23]5[CH:31]=[CH:30][C:26]([C:27](O)=[O:28])=[CH:25][CH:24]=5)[N:16]4[N:15]=3)=[CH:9][CH:8]=2)[CH2:6][CH2:5][O:4][CH2:3][CH2:2]1.CN(C)C=O.ON1C2C=CC=CC=2N=N1.CN1CCOCC1.[CH3:54][S:55]([CH2:58][CH2:59][NH2:60])(=[O:57])=[O:56].Cl.Cl.CN(C)CCCN=C=NCC>>[CH3:54][S:55]([CH2:58][CH2:59][NH:60][C:27](=[O:28])[C:26]1[CH:30]=[CH:31][C:23]([C:22]2[N:16]3[C:17]([CH:18]=[N:19][C:14]([NH:13][C:10]4[CH:9]=[CH:8][C:7]([N:1]5[CH2:6][CH2:5][O:4][CH2:3][CH2:2]5)=[CH:12][CH:11]=4)=[N:15]3)=[CH:20][CH:21]=2)=[CH:24][CH:25]=1)(=[O:57])=[O:56] |f:6.7|. The product is CS(=O)(=O)CCNC(C1=CC=C(C=C1)C1=CC=C2C=NC(=NN21)NC2=CC=C(C=C2)N2CCOCC2)=O (N-(2-Methanesulfonyl-ethyl)-4-[2-(4-morpholin-4-yl-phenylamino)-pyrrolo[2,1-f][1,2,4]triazin-7-yl]-benzamide). Procedure details: Into a 30 mL vial, 4-[2-(4-Morpholin-4-yl-phenylamino)-pyrrolo[2,1-f][1,2,4]triazin-7-yl]-benzoic acid (104 mg, 0.251 mmol), N,N-Dimethylformamide (2.08 mL, 26.9 mmol; Supplier=EMD), 1-Hydroxybenzotriazole (41 mg, 0.30 mmol), 4-Methylmorpholine (33.1 uL, 0.301 mmol), [B] 2-Methanesulfonyl-ethylamine; hydrochloride (0.0601 g, 0.376 mmol), and N-(3-Dimethylaminopropyl)-N′-ethylcarbodiimide hydrochloride (0.0577 g, 0.301 mmol) were added. The reaction was stirred at room temperature overnight. The ... Starting materials: CC1=CC=C(N=N1)Cl (6-methyl-3-chloropyridazine), N1CCC(C(=O)OCC)CC1 (ethyl isonipecotate). The solvent is CN1CCCC1=O (NMP), C(C)(C)N(CC)C(C)C (diisopropylethylamine). The product is C(=O)(OCC)C1CCN(CC1)C=1N=NC(=CC1)C (3-(4-carboethoxy-1-piperidinyl)-6-methylpyridazine). Isolated yield 44.0%. As a reaction SMILES: [CH3:1][C:2]1[N:7]=[N:6][C:5](Cl)=[CH:4][CH:3]=1.[NH:9]1[CH2:19][CH2:18][CH:12]([C:13]([O:15][CH2:16][CH3:17])=[O:14])[CH2:11][CH2:10]1>CN1C(=O)CCC1.C(N(C(C)C)CC)(C)C>[C:13]([CH:12]1[CH2:11][CH2:10][N:9]([C:5]2[N:6]=[N:7][C:2]([CH3:1])=[CH:3][CH:4]=2)[CH2:19][CH2:18]1)([O:15][CH2:16][CH3:17])=[O:14]. Procedure: 55 mmoles of 6-methyl-3-chloropyridazine was added to 75 mmoles of ethyl isonipecotate in 5 mL NMP and 20 mL diisopropylethylamine (DIPEA) and refluxed for 6 hours. The product was isolated as described in Example 1a above to give a 44% yield of 3-(4-carboethoxy-1-piperidinyl)-6-methylpyridazine. Reduction of 18.8 mmol of this compound using 56.6 mmol DIBAL in 100 mL THF with a Rochelle's salt quench gave 3-(4-hydroxymethyl-1-piperidinyl)-6-methylpyridazine (Formula IV: R1 =CH3 ; Y=CH2) which wa... Starting materials: N([C@@H](CC1=CC=CC=C1)C(=O)NCC(=O)N[C@@H](COCC1=CC=CC=C1)C(=O)N[C@@H](CC(C)C)C(=O)CCl)C(=O)OCC1=CC=CC=C1 (Z-Phe-Gly-Ser(OCH2C6H5)LeuCH2Cl), C1(=CC=CC=C1)OC (anisole). Product: N([C@@H](CC1=CC=CC=C1)C(=O)NCC(=O)N[C@@H](CO)C(=O)N[C@@H](CC(C)C)C(=O)CCl)C(=O)OCC1=CC=CC=C1 (Z-Phe-Gly-Ser-LeuCH2Cl), N[C@@H](CC1=CC=CC=C1)C(=O)NCC(=O)N[C@@H](CO)C(=O)N[C@@H](CC(C)C)C(=O)CCl (H-Phe-Gly-Ser-LeuCH2Cl). The yield is 21.1%. Reaction SMILES: [NH:1]([C:39]([O:41][CH2:42][C:43]1[CH:48]=[CH:47][CH:46]=[CH:45][CH:44]=1)=[O:40])[C@H:2]([C:10]([NH:12][CH2:13][C:14]([NH:16][C@H:17]([C:27]([NH:29][C@H:30]([C:35]([CH2:37][Cl:38])=[O:36])[CH2:31][CH:32]([CH3:34])[CH3:33])=[O:28])[CH2:18][O:19]CC1C=CC=CC=1)=[O:15])=[O:11])[CH2:3][C:4]1[CH:9]=[CH:8][CH:7]=[CH:6][CH:5]=1.C1(OC)C=CC=CC=1>>[NH:1]([C:39]([O:41][CH2:42][C:43]1[CH:44]=[CH:45][CH:46]=[CH:47][CH:48]=1)=[O:40])[C@H:2]([C:10]([NH:12][CH2:13][C:14]([NH:16][C@H:17]([C:27]([NH:29][C@H:30]([C:35]([CH2:37][Cl:38])=[O:36])[CH2:31][CH:32]([CH3:33])[CH3:34])=[O:28])[CH2:18][OH:19])=[O:15])=[O:11])[CH2:3][C:4]1[CH:9]=[CH:8][CH:7]=[CH:6][CH:5]=1.[NH2:1][C@H:2]([C:10]([NH:12][CH2:13][C:14]([NH:16][C@H:17]([C:27]([NH:29][C@H:30]([C:35]([CH2:37][Cl:38])=[O:36])[CH2:31][CH:32]([CH3:33])[CH3:34])=[O:28])[CH2:18][OH:19])=[O:15])=[O:11])[CH2:3][C:4]1[CH:5]=[CH:6][CH:7]=[CH:8][CH:9]=1. Procedure details: Z-Phe-Gly-Ser-LeuCH2Cl was prepared by the following procedure. First, Z-Phe-Gly-Ser(OCH2C6H5)LeuCH2Cl (0.98 g, 14.4 mmol) was deblocked by treatment with 15 mL of anhydrous HF and 1 mL of anisole (Procedure K) to yield 0.69 g of H-Phe-Gly-Ser-LeuCH2Cl.HF. This intermediate (0.59 g, 12.4 mmol) was then coupled with carbobenzoxychloride substantially according to the procedure of Procedure K to yield 0.4 g of Z-Phe-Gly-Ser-LeuCH2Cl (m.p. 146°-146.5°) after crystallization from ethyl acetate/hexan... Starting materials: C1(=CCCCC1)CCN (2-(1-cyclohexenyl)ethylamine), C(=O)(N1C=NC=C1)N1C=NC=C1 (1,1'-carbonyldiimidazole). Yields the product C1(=CCCCC1)CCNC(=O)NCCC1=CCCCC1 (1,3-bis[2-(1-cyclohexen-1-yl)ethyl]urea). The yield is 54.0%. As a reaction SMILES: [C:1]1([CH2:7][CH2:8][NH2:9])[CH2:6][CH2:5][CH2:4][CH2:3][CH:2]=1.[C:10]([N:17]1[CH:21]=[CH:20]N=C1)(N1C=CN=C1)=[O:11]>>[C:1]1([CH2:7][CH2:8][NH:9][C:10]([NH:17][CH2:21][CH2:20][C:1]2[CH2:6][CH2:5][CH2:4][CH2:3][CH:2]=2)=[O:11])[CH2:6][CH2:5][CH2:4][CH2:3][CH:2]=1. Procedure: In the manner of step (a) of Example 6, 2-(1-cyclohexenyl)ethylamine (Aldrich, 94.6 g, 0.733 mole as 97%) was reacted with 1,1'-carbonyldiimidazole to give 1,3-bis[2-(1-cyclohexen-1-yl)ethyl]urea as a white powder (56.26 g, 54%), m.p. 129°-131° C.;